This data is from the Open Reaction Database (ORD), a public repository of structured organic reaction records. The task is: describe an organic reaction: reactants, conditions, products, and yield Reactants: COC(=O)C1CC(S(=O)(=O)c2ccc(F)cc2C(F)(F)F)CN1c1cc(C)nn1C1CCC1, CO, [Li+], [OH-]. Product: Cc1cc(N2CC(S(=O)(=O)c3ccc(F)cc3C(F)(F)F)CC2C(=O)O)n(C2CCC2)n1. RXN SMILES: [CH3:1][O:2][C:3](=[O:4])[CH:5]1[N:6]([c:24]2[n:25]([CH:30]3[CH2:31][CH2:32][CH2:33]3)[n:26][c:27]([CH3:29])[cH:28]2)[CH2:7][CH:8]([S:10](=[O:11])(=[O:12])[c:13]2[c:14]([C:20]([F:21])([F:22])[F:23])[cH:15][c:16]([F:19])[cH:17][cH:18]2)[CH2:9]1.[CH3:36][OH:37].[Li+:34].[OH-:35]>>[O:2]=[C:3]([OH:4])[CH:5]1[N:6]([c:24]2[n:25]([CH:30]3[CH2:31][CH2:32][CH2:33]3)[n:26][c:27]([CH3:29])[cH:28]2)[CH2:7][CH:8]([S:10](=[O:11])(=[O:12])[c:13]2[c:14]([C:20]([F:21])([F:22])[F:23])[cH:15][c:16]([F:19])[cH:17][cH:18]2)[CH2:9]1. Starting materials: OC1=NN(C=C1CCC(=O)OCC)CC1=CC=C(C=C1)OCC=1N=C(OC1C)C1=CC=CC=C1 (ethyl 3-[3-hydroxy-1-[4-(5-methyl-2-phenyl-4-oxazolylmethoxy)benzyl]-1H-pyrazol-4-yl]propionate), C([O-])([O-])=O.[K+].[K+] (potassium carbonate), C(C1=CC=CC=C1)Br (benzyl bromide), CN(C=O)C (N,N-dimethylformamide). Run in O (water). Run at temperature 80 celsius, time 1 hour. Yields the product C(C1=CC=CC=C1)OC1=NN(C=C1CCC(=O)OCC)CC1=CC=C(C=C1)OCC=1N=C(OC1C)C1=CC=CC=C1 (ethyl 3-[3-benzyloxy-1-[4-(5-methyl-2-phenyl-4-oxazolylmethoxy)benzyl]-1H-pyrazol-4-yl]propionate). Yield: 64.4%. Reaction SMILES: [OH:1][C:2]1[C:6]([CH2:7][CH2:8][C:9]([O:11][CH2:12][CH3:13])=[O:10])=[CH:5][N:4]([CH2:14][C:15]2[CH:20]=[CH:19][C:18]([O:21][CH2:22][C:23]3[N:24]=[C:25]([C:29]4[CH:34]=[CH:33][CH:32]=[CH:31][CH:30]=4)[O:26][C:27]=3[CH3:28])=[CH:17][CH:16]=2)[N:3]=1.C(=O)([O-])[O-].[K+].[K+].[CH2:41](Br)[C:42]1[CH:47]=[CH:46][CH:45]=[CH:44][CH:43]=1.CN(C)C=O>O>[CH2:41]([O:1][C:2]1[C:6]([CH2:7][CH2:8][C:9]([O:11][CH2:12][CH3:13])=[O:10])=[CH:5][N:4]([CH2:14][C:15]2[CH:16]=[CH:17][C:18]([O:21][CH2:22][C:23]3[N:24]=[C:25]([C:29]4[CH:30]=[CH:31][CH:32]=[CH:33][CH:34]=4)[O:26][C:27]=3[CH3:28])=[CH:19][CH:20]=2)[N:3]=1)[C:42]1[CH:47]=[CH:46][CH:45]=[CH:44][CH:43]=1 |f:1.2.3|. Procedure details: A mixture of ethyl 3-[3-hydroxy-1-[4-(5-methyl-2-phenyl-4-oxazolylmethoxy)benzyl]-1H-pyrazol-4-yl]propionate (500 mg), potassium carbonate (165 mg), benzyl bromide (205 mg), and N,N-dimethylformamide (10 ml) was stirred at 80° C. for one hour. The reaction mixture was poured into water, which was extracted with ethyl acetate. The ethyl acetate layer was washed with water, dried (MgSO4), and concentrated. The residue was subjected to silica gel column chromatography, and ethyl 3-[3-benzyloxy-1-[4... Reactants: CCN=C=NCCCN(C)C, ClCCl, Cl, NCCCSc1ccncc1, O=C1CCC(=O)N1O, O=C(O)c1ccsc1. The product is O=C(NCCCSc1ccncc1)c1ccsc1. As a reaction SMILES: [CH2:18]([N:19]=[C:20]=[N:21][CH2:22][CH2:23][CH2:24][N:25]([CH3:26])[CH3:27])[CH3:28].[CH2:40]([Cl:41])[Cl:42].[ClH:17].[NH2:29][CH2:30][CH2:31][CH2:32][S:33][c:34]1[cH:35][cH:36][n:37][cH:38][cH:39]1.[OH:9][N:10]1[C:11](=[O:12])[CH2:13][CH2:14][C:15]1=[O:16].[s:1]1[cH:2][c:3]([C:6](=[O:7])[OH:8])[cH:4][cH:5]1>>[s:1]1[cH:2][c:3]([C:6](=[O:8])[NH:29][CH2:30][CH2:31][CH2:32][S:33][c:34]2[cH:35][cH:36][n:37][cH:38][cH:39]2)[cH:4][cH:5]1. Starting materials: N (ammonia), C(=O)OCC (ethyl formate), C(C)(S)S (ethanedithiol), CN1C[C@H](C=C2C=3C=CC=C4NC=C(C[C@@H]12)C34)NC(N(CC)CC)=O (3-(9,10-didehydro-6-methyl-8α-ergolinyl)-1,1-diethylurea). The reagents and catalysts are [Ti](Cl)(Cl)(Cl)Cl (titanium(IV) chloride). Run in C(Cl)(Cl)Cl (chloroform), C(Cl)(Cl)Cl (chloroform), O (water), CO (methanol). Reaction conditions: time 3 day. Yields the product S1C(SCC1)C1=C2C[C@H]3N(C[C@H](C=C3C=3C=CC=C(N1)C32)NC(N(CC)CC)=O)C (3-[9,10-didehydro-2-(1,3-dithiolan-2-yl)-6-methyl-8α-ergolinyl]-1,1-diethylurea). Isolated yield 12.0%. Reaction SMILES: [CH3:1][N:2]1[C@H:16]2[C:6]([C:7]3[CH:8]=[CH:9][CH:10]=[C:11]4[C:17]=3[C:14]([CH2:15]2)=[CH:13][NH:12]4)=[CH:5][C@H:4]([NH:18][C:19](=[O:25])[N:20]([CH2:23][CH3:24])[CH2:21][CH3:22])[CH2:3]1.C(O[CH2:29][CH3:30])=O.[CH:31]([SH:34])([SH:33])C.N>C(Cl)(Cl)Cl.[Ti](Cl)(Cl)(Cl)Cl.O.CO>[S:33]1[CH2:30][CH2:29][S:34][CH:31]1[C:13]1[NH:12][C:11]2[C:17]3[C:14]=1[CH2:15][C@@H:16]1[C:6]([C:7]=3[CH:8]=[CH:9][CH:10]=2)=[CH:5][C@H:4]([NH:18][C:19](=[O:25])[N:20]([CH2:23][CH3:24])[CH2:21][CH3:22])[CH2:3][N:2]1[CH3:1]. Procedure details: Under argon, 11.5 g (0.03 mol) of 3-(9,10-didehydro-6-methyl-8α-ergolinyl)-1,1-diethylurea is dissolved in 300 ml of chloroform. At room temperature, 105 ml of ethyl formate and 5.4 ml of ethanedithiol are added in succession. Then 13.2 ml of titanium(IV) chloride in 150 ml of chloroform is added dropwise. The mixture is agitated for 3 days at room temperature. To work up the mixture, it is cooled in an ice bath and 75 ml of methanol and 600 ml of water are added in sequence dropwise to this mix... The reactants are C(CCC)[Li] (n-butyl lithium), CCCCCC (n-hexane), C(=O)=O (dry ice), [Cl-].[NH4+] (ammonium chloride), resultant mixture, resultant mixture, CC(C#C/C=C/CN(C)CC1=CC(=CC=C1)Br)(C)C (trans-N-(6,6-Dimethyl-2-hepten-4-ynyl)-N-methyl-(3-bromobenzyl)amine), CN(C=O)C (N,N-dimethylformamide). Solvent: CC(=O)C (acetone), O1CCCC1 (tetrahydrofuran). The product is CC(C#C/C=C/CN(C)CC=1C=C(C=O)C=CC1)(C)C (trans-3-[N-(6,6-Dimethyl-2-hepten-4-ynyl)-N-methylaminomethyl]benzaldehyde). Yield: 76.9%. RXN SMILES: [CH3:1][C:2]([CH3:19])([CH3:18])[C:3]#[C:4]/[CH:5]=[CH:6]/[CH2:7][N:8]([CH2:10][C:11]1[CH:16]=[CH:15][CH:14]=[C:13](Br)[CH:12]=1)[CH3:9].[C:20](=O)=[O:21].C([Li])CCC.CCCCCC.CN(C)C=O.[Cl-].[NH4+]>O1CCCC1.CC(C)=O>[CH3:1][C:2]([CH3:19])([CH3:18])[C:3]#[C:4]/[CH:5]=[CH:6]/[CH2:7][N:8]([CH2:10][C:11]1[CH:12]=[C:13]([CH:14]=[CH:15][CH:16]=1)[CH:20]=[O:21])[CH3:9] |f:5.6|. Procedure: Compound 7 (1.64 g: 5.12 mmol) was dissolved in tetrahydrofuran (20 ml), and the solution was cooled to −75° C. by use of a mixture of dry ice and acetone solvent under nitrogen atmosphere. n-butyl lithium in n-hexane (1.56 M: 3.3 ml; 5.12 mmol) was slowly added dropwise to the mixture, and the resultant mixture was stirred for 15 minutes. Subsequently, N,N-dimethylformamide (0.56 g; 7.68 mmol) was added dropwise to the mixture, and the resultant mixture was gradually brought to room temperature... Starting materials: C1COCCOCCOCCOCCO1, Cl, COC(=O)c1c[nH]c(-c2ccccc2)c1F, [H-], [Na+], C1CCOC1, O, O=S(=O)(Cl)c1cccnc1. The product is COC(=O)c1cn(S(=O)(=O)c2cccnc2)c(-c2ccccc2)c1F. Reaction SMILES: [CH2:19]1[O:20][CH2:21][CH2:22][O:23][CH2:24][CH2:25][O:26][CH2:27][CH2:28][O:29][CH2:30][CH2:31][O:32][CH2:33]1.[ClH:34].[F:1][c:2]1[c:3]([C:13](=[O:14])[O:15][CH3:16])[cH:4][nH:5][c:6]1-[c:7]1[cH:8][cH:9][cH:10][cH:11][cH:12]1.[H-:17].[Na+:18].[O:45]1[CH2:46][CH2:47][CH2:48][CH2:49]1.[OH2:50].[n:35]1[cH:36][c:37]([S:41](=[O:42])(=[O:43])[Cl:44])[cH:38][cH:39][cH:40]1>>[F:1][c:2]1[c:3]([C:13](=[O:14])[O:15][CH3:16])[cH:4][n:5]([S:41]([c:37]2[cH:36][n:35][cH:40][cH:39][cH:38]2)(=[O:42])=[O:43])[c:6]1-[c:7]1[cH:8][cH:9][cH:10][cH:11][cH:12]1. Reactants: hydrochloride salt, ClC1=C(C=C(C=C1)Cl)C1=CC(=CC=2CC(OC21)COS(=O)(=O)C2=CC=C(C=C2)C)OC ((±)-{[7-(2,5-dichlorophenyl)-5-methoxy-2,3-dihydro-1-benzofuran-2-yl]methyl}4-methylbenzenesulfonate), CN (methylamine). The product is ClC1=C(C=C(C=C1)Cl)C1=CC(=CC=2CC(OC21)CNC)OC ((±)-{[7-(2,5-dichlorophenyl)-5-methoxy-2,3-dihydro-1-benzofuran-2-yl]methyl}methylamine). Reaction SMILES: [Cl:1][C:2]1[CH:7]=[CH:6][C:5]([Cl:8])=[CH:4][C:3]=1[C:9]1[C:17]2[O:16][CH:15]([CH2:18]OS(C3C=CC(C)=CC=3)(=O)=O)[CH2:14][C:13]=2[CH:12]=[C:11]([O:30][CH3:31])[CH:10]=1.[CH3:32][NH2:33]>>[Cl:1][C:2]1[CH:7]=[CH:6][C:5]([Cl:8])=[CH:4][C:3]=1[C:9]1[C:17]2[O:16][CH:15]([CH2:18][NH:33][CH3:32])[CH2:14][C:13]=2[CH:12]=[C:11]([O:30][CH3:31])[CH:10]=1. Procedure: The title compound was prepared (0.061 g, 56%) following the general procedure of Example 390 as a white solid, hydrochloride salt from (±)-{[7-(2,5-dichlorophenyl)-5-methoxy-2,3-dihydro-1-benzofuran-2-yl]methyl}4-methylbenzenesulfonate (0.139 g, 0.29 mmol) and methylamine (0.090 g, 2.9 mmol). mp 179-181° C. The reactants are N(=[N+]=[N-])[C@H]1[C@@H](CC2=CC=CC=C2C1)O (trans 3-azido-2-hydroxy-1,2,3,4-tetrahydronaphthalene), [H-].[Na+] (sodium hydride), BrCC(=O)OC(C)(C)C (t-butyl bromoacetate). The solvent is O1CCCC1 (tetrahydrofuran). Conditions: time 2 hour. Product: N(=[N+]=[N-])[C@H]1[C@@H](CC2=CC=CC=C2C1)OCC(=O)OC(C)(C)C (Trans 3-azido-2-carbo-t-butoxymethoxy-1,2,3,4-tetrahydronaphthalene). Yield: 53.9%. Reaction SMILES: [N:1]([C@@H:4]1[CH2:13][C:12]2[C:7](=[CH:8][CH:9]=[CH:10][CH:11]=2)[CH2:6][C@H:5]1[OH:14])=[N+:2]=[N-:3].[H-].[Na+].Br[CH2:18][C:19]([O:21][C:22]([CH3:25])([CH3:24])[CH3:23])=[O:20]>O1CCCC1>[N:1]([C@@H:4]1[CH2:13][C:12]2[C:7](=[CH:8][CH:9]=[CH:10][CH:11]=2)[CH2:6][C@H:5]1[O:14][CH2:18][C:19]([O:21][C:22]([CH3:25])([CH3:24])[CH3:23])=[O:20])=[N+:2]=[N-:3] |f:1.2|. Procedure details: To a stirred solution of trans 3-azido-2-hydroxy-1,2,3,4-tetrahydronaphthalene (95 mg, 0.55 mmol) in tetrahydrofuran (5 mL) at 0° C. under nitrogen was added sodium hydride (60% oil dispersion, 26 mg, 0.66 mmol). Gas evolution was observed and the reaction mixture turned cloudy. After slowly warming up to room temperature for 20 min, t-butyl bromoacetate (0.12 mL, 0.83 mmol) was added. After 2 h, the reaction mixture was quenched by addition of saturated aqueous ammonium chloride solution and di... Reaction SMILES: [O:1]1[CH2:6][CH2:5][CH2:4][CH2:3][CH:2]1[O:7][N:8]1[C@@H:11]([CH3:12])[C@@H:10]([CH2:13]/[CH:14]=[CH:15]/[C:16]2[CH:21]=[CH:20][C:19]([CH3:22])=[CH:18][CH:17]=2)[C:9]1=[O:23]>CO.[Pd]>[O:1]1[CH2:6][CH2:5][CH2:4][CH2:3][CH:2]1[O:7][N:8]1[C@@H:11]([CH3:12])[C@@H:10]([CH2:13][CH2:14][CH2:15][C:16]2[CH:17]=[CH:18][C:19]([CH3:22])=[CH:20][CH:21]=2)[C:9]1=[O:23]. Conditions: time 72 hour. Reagents/catalysts: [Pd] (palladium on barium sulfate). Reported procedure: To a solution of (3R,4S)-1-(2-tetrahydropyranyloxy)-3-((2E)-3-(4-methylphenyl)-2-propene-1-yl)-4-methylazetidin-2-one (165 mg, 0.524 mmol) in 4 mL of methanol is treated with 20 mg of 5% palladium on barium sulfate. The resulting suspension is repeatedly evacuated and purged with a hydrogen balloon, then stirred under 1 atmosphere pressure of hydrogen gas for 72 h. The catalyst is filtered and the filtrate is concentrated in vacuo to provide (3R,4S)-1-(2-tetrahydropyranyloxy)-3-(3-(4-methylpheny... Starting materials: O1C(CCCC1)ON1C([C@@H]([C@@H]1C)C\C=C\C1=CC=C(C=C1)C)=O ((3R,4S)-1-(2-tetrahydropyranyloxy)-3-((2E)-3-(4-methylphenyl)-2-propene-1-yl)-4-methylazetidin-2-one). Solvent: CO (methanol). The product is O1C(CCCC1)ON1C([C@@H]([C@@H]1C)CCCC1=CC=C(C=C1)C)=O ((3R,4S)-1-(2-tetrahydropyranyloxy)-3-(3-(4-methylphenyl)-1-propyl)-4-methylazetidin-2-one). Isolated yield 96.2%. The reactants are COC(=O)C1CC(S(=O)(=O)c2ccccc2Cl)CN1, Clc1nsc(Cl)n1. The product is COC(=O)C1CC(S(=O)(=O)c2ccccc2Cl)CN1c1nc(Cl)ns1. Reaction SMILES: [CH3:1][O:2][C:3](=[O:4])[CH:5]1[NH:6][CH2:7][CH:8]([S:10](=[O:11])(=[O:12])[c:13]2[c:14]([Cl:19])[cH:15][cH:16][cH:17][cH:18]2)[CH2:9]1.[Cl:20][c:21]1[n:22][s:23][c:24]([Cl:26])[n:25]1>>[CH3:1][O:2][C:3](=[O:4])[CH:5]1[N:6]([c:24]2[s:23][n:22][c:21]([Cl:20])[n:25]2)[CH2:7][CH:8]([S:10](=[O:11])(=[O:12])[c:13]2[c:14]([Cl:19])[cH:15][cH:16][cH:17][cH:18]2)[CH2:9]1.